Dataset: the Open Reaction Database (ORD), a public repository of structured organic reaction records. Task: describe an organic reaction: reactants, conditions, products, and yield Starting materials: C(=O)O (formic acid), C=O (formaldehyde), Cl.Cl.C(C1=CC=CC=C1)N1CCC(CC1)NCCCO (1-benzyl-4-(3-hydroxypropylamino)-piperidine-dihydrochloride), C(=O)O (formic acid), C=O (formaldehyde), [OH-].[Na+] (sodium hydroxide). Run in CO (methanol). Reaction conditions: temperature 95 celsius, time 2 hour. Product: Cl.Cl.C(C1=CC=CC=C1)N1CCC(CC1)N(C)CCCO (1-benzyl-4-[-(3-hydroxypropyl)-methylamino]-piperidine-dihydrochloride). As a reaction SMILES: [ClH:1].Cl.[CH2:3]([N:10]1[CH2:15][CH2:14][CH:13]([NH:16][CH2:17][CH2:18][CH2:19][OH:20])[CH2:12][CH2:11]1)[C:4]1[CH:9]=[CH:8][CH:7]=[CH:6][CH:5]=1.[CH:21](O)=O.C=O.[OH-].[Na+]>CO>[ClH:1].[ClH:1].[CH2:3]([N:10]1[CH2:11][CH2:12][CH:13]([N:16]([CH2:17][CH2:18][CH2:19][OH:20])[CH3:21])[CH2:14][CH2:15]1)[C:4]1[CH:5]=[CH:6][CH:7]=[CH:8][CH:9]=1 |f:0.1.2,5.6,8.9.10|. Procedure details: The base is liberated from 47.4 g of 1-benzyl-4-(3-hydroxypropylamino)-piperidine-dihydrochloride, combined with 63 ml of 85% formic acid and 22 ml of 37% formaldehyde solution and stirred for two hours at about 90-100° C. The mixture is left to cool, 37 ml of formic acid and 11 ml of formaldehyde solution are added and stirred for another hour at about 100-110° C. The mixture is left to cool, combined with 150 ml of methanol, made alkaline with about 270 ml of 32% sodium hydroxide solution whil...